This data is from the Open Reaction Database (ORD), a public repository of structured organic reaction records. The task is: describe an organic reaction: reactants, conditions, products, and yield Reactants: FC(C(=O)O)(F)F (Trifluoroacetic acid), C(C)(=O)O[C@@H](CCCCN1C(=O)N(C=2N=CN(C2C1=O)C)CCCCCCNC(=O)OC(C)(C)C)C ((R)-1-(5-acetoxyhexyl)-3-(N-t-butyloxycarbonyl-6-aminohexyl)-7-methylxanthine). Run in ClCCl (dichloromethane). Reaction conditions: time 1 hour. Yields the product C(C)(=O)O[C@@H](CCCCN1C(=O)N(C=2N=CN(C2C1=O)C)CCCCCCN)C ((R)-1-(5-acetoxyhexyl)-3-(6-aminohexyl)-7-methylxanthine). Yield: 97.6%. RXN SMILES: FC(F)(F)C(O)=O.[C:8]([O:11][C@H:12]([CH3:43])[CH2:13][CH2:14][CH2:15][CH2:16][N:17]1[C:26](=[O:27])[C:25]2[N:24]([CH3:28])[CH:23]=[N:22][C:21]=2[N:20]([CH2:29][CH2:30][CH2:31][CH2:32][CH2:33][CH2:34][NH:35]C(OC(C)(C)C)=O)[C:18]1=[O:19])(=[O:10])[CH3:9]>ClCCl>[C:8]([O:11][C@H:12]([CH3:43])[CH2:13][CH2:14][CH2:15][CH2:16][N:17]1[C:26](=[O:27])[C:25]2[N:24]([CH3:28])[CH:23]=[N:22][C:21]=2[N:20]([CH2:29][CH2:30][CH2:31][CH2:32][CH2:33][CH2:34][NH2:35])[C:18]1=[O:19])(=[O:10])[CH3:9]. Procedure details: Trifluoroacetic acid (30 ml) was added to a solution of (R)-1-(5-acetoxyhexyl)-3-(N-t-butyloxycarbonyl-6-aminohexyl)-7-methylxanthine (1.37 g) in dichloromethane (30 ml). After stirring at room temperature for 1 hour, the mixture was concentrated under reduced pressure. The residue was dissolved in dichloromethane (50 ml). The solution was washed with saturated aqueous sodium bicarbonate solution (20 ml), with water (20 ml), with saturated aqueous sodium chloride solution (20 ml), dried over anh... The reactants are [Br-], Brc1ccccc1I, C1CCOC1, C[Si](C)(C)CCS(=O)(=O)N1CCCC(C=O)C1, CC(C)[Mg+]. The product is C[Si](C)(C)CCS(=O)(=O)N1CCCC(C(O)c2ccccc2Br)C1. Reaction SMILES: [Br-:9].[Br:1][c:2]1[c:3]([I:8])[cH:4][cH:5][cH:6][cH:7]1.[CH2:31]1[O:32][CH2:33][CH2:34][CH2:35]1.[CH3:14][Si:15]([CH2:16][CH2:17][S:18](=[O:19])(=[O:20])[N:21]1[CH2:22][CH:23]([CH:27]=[O:28])[CH2:24][CH2:25][CH2:26]1)([CH3:29])[CH3:30].[CH:10]([Mg+:11])([CH3:12])[CH3:13]>>[Br:1][c:2]1[c:3]([CH:27]([CH:23]2[CH2:22][N:21]([S:18]([CH2:17][CH2:16][Si:15]([CH3:14])([CH3:29])[CH3:30])(=[O:19])=[O:20])[CH2:26][CH2:25][CH2:24]2)[OH:28])[cH:4][cH:5][cH:6][cH:7]1. The reactants are H2PtCl6.6H2O, ClCC#CCCl (1,4-dichloro-2-butyne), Cl[SiH](Cl)Cl (trichlorosilane). The reagents and catalysts are C(C)(C)O (isopropyl alcohol). Yields the product ClCC(=CCCl)[Si](Cl)(Cl)Cl (1,4-dichloro-2-(trichloro)silyl-2-butene). Isolated yield 93.6%. Reaction SMILES: [Cl:1][CH2:2][C:3]#[C:4][CH2:5][Cl:6].[Cl:7][SiH:8]([Cl:10])[Cl:9]>C(O)(C)C>[Cl:1][CH2:2][C:3]([Si:8]([Cl:10])([Cl:9])[Cl:7])=[CH:4][CH2:5][Cl:6]. Reported procedure: To a mixture of 15 ml (0.153 mol) of 1,4-dichloro-2-butyne and 13.6 ml (0.16 mol) of trichlorosilane (boiling point: 31°-32° C.) was added 0.15 ml (10 mmol) of an isopropyl alcohol solution of H2PtCl6.6H2O (0.05 g/ml), followed by heating for 8 hours. Thereafter, the mixture was directly distilled to obtain 37 g of 1,4-dichloro-2-(trichloro)silyl-2-butene. Yield: 94%. Boiling point: 70° C./1 mmHg. Starting materials: [Al+3], C1CCOC1, CN(C)CCn1ncc2cc(Oc3ccc(F)cc3C#N)ccc21, [H-], [H-], [H-], [H-], [Li+]. Yields the product CN(C)CCn1ncc2cc(Oc3ccc(F)cc3CN)ccc21. Reaction SMILES: [Al+3:26].[CH2:31]1[O:32][CH2:33][CH2:34][CH2:35]1.[CH3:1][N:2]([CH2:3][CH2:4][n:5]1[n:6][cH:7][c:8]2[cH:9][c:10]([O:14][c:15]3[c:16]([C:17]#[N:18])[cH:19][c:20]([F:23])[cH:21][cH:22]3)[cH:11][cH:12][c:13]12)[CH3:24].[H-:25].[H-:28].[H-:29].[H-:30].[Li+:27]>>[CH3:1][N:2]([CH2:3][CH2:4][n:5]1[n:6][cH:7][c:8]2[cH:9][c:10]([O:14][c:15]3[c:16]([CH2:17][NH2:18])[cH:19][c:20]([F:23])[cH:21][cH:22]3)[cH:11][cH:12][c:13]12)[CH3:24]. Starting materials: F[B-](F)(F)F, CCN(C(C)C)C(C)C, c1ccc2c(c1)CCNC2, Cc1noc(CC(=O)c2ccccc2)c1C(=O)O, ClC(Cl)Cl, CN(C)C=O, CN(C)C(On1nnc2ccccc21)=[N+](C)C. The product is Cc1noc(CC(=O)c2ccccc2)c1C(=O)N1CCc2ccccc2C1. Reaction SMILES: [B-:1]([F:2])([F:3])([F:4])[F:5].[CH2:41]([N:42]([CH:43]([CH3:44])[CH3:45])[CH:46]([CH3:47])[CH3:48])[CH3:49].[CH2:50]1[NH:51][CH2:52][CH2:53][c:54]2[cH:55][cH:56][cH:57][cH:58][c:59]21.[CH3:23][c:24]1[n:25][o:26][c:27]([CH2:32][C:33]([c:34]2[cH:35][cH:36][cH:37][cH:38][cH:39]2)=[O:40])[c:28]1[C:29](=[O:30])[OH:31].[CH:65]([Cl:66])([Cl:67])[Cl:68].[O:60]=[CH:61][N:62]([CH3:63])[CH3:64].[n:6]1([O:7][C:8]([N:9]([CH3:10])[CH3:11])=[N+:12]([CH3:13])[CH3:14])[c:15]2[cH:16][cH:17][cH:18][cH:19][c:20]2[n:21][n:22]1>>[CH3:23][c:24]1[n:25][o:26][c:27]([CH2:32][C:33]([c:34]2[cH:35][cH:36][cH:37][cH:38][cH:39]2)=[O:40])[c:28]1[C:29](=[O:31])[N:51]1[CH2:50][c:59]2[c:54]([cH:55][cH:56][cH:57][cH:58]2)[CH2:53][CH2:52]1. Starting materials: BrC=1SC=C(N1)C(=O)NC=1C=NN(C1[C@@H]1CC[C@H]([C@H](CO1)F)NC(OC(C)(C)C)=O)C (tert-butyl ((3R,4R,7S)-7-(4-(2-bromothiazole-4-carboxamido)-1-methyl-1H-pyrazol-5-yl)-3-fluorooxepan-4-yl)carbamate), BrC=1SC=C(N1)C(=O)NC=1C=NN(C1[C@@H]1CC[C@H]([C@H](CO1)F)NC(OC(C)(C)C)=O)C (tert-butyl ((3R,4R,7S)-7-(4-(2-bromothiazole-4-carboxamido)-1-methyl-1H-pyrazol-5-yl)-3-fluorooxepan-4-yl)carbamate), FC=1C=NC=C(C1B(O)O)F ((3,5-difluoropyridin-4-yl)boronic acid). Product: N[C@@H]1CC[C@H](OC[C@@H]1F)C1=C(C=NN1C)NC(=O)C=1N=C(SC1)C1=C(C=NC=C1F)F (N-(5-((2S,5R,6R)-5-amino-6-fluorooxepan-2-yl)-1-methyl-1H-pyrazol-4-yl)-2-(3,5-difluoropyridin-4-yl)thiazole-4-carboxamide). RXN SMILES: Br[C:2]1[S:3][CH:4]=[C:5]([C:7]([NH:9][C:10]2[CH:11]=[N:12][N:13]([CH3:31])[C:14]=2[C@H:15]2[O:21][CH2:20][C@H:19]([F:22])[C@H:18]([NH:23]C(=O)OC(C)(C)C)[CH2:17][CH2:16]2)=[O:8])[N:6]=1.[F:32][C:33]1[CH:34]=[N:35][CH:36]=[C:37]([F:42])[C:38]=1B(O)O>>[NH2:23][C@H:18]1[C@@H:19]([F:22])[CH2:20][O:21][C@H:15]([C:14]2[N:13]([CH3:31])[N:12]=[CH:11][C:10]=2[NH:9][C:7]([C:5]2[N:6]=[C:2]([C:38]3[C:37]([F:42])=[CH:36][N:35]=[CH:34][C:33]=3[F:32])[S:3][CH:4]=2)=[O:8])[CH2:16][CH2:17]1. Reported procedure: Following the procedure for Example 101 starting from tert-butyl ((3R,4R,7S)-7-(4-(2-bromothiazole-4-carboxamido)-1-methyl-1H-pyrazol-5-yl)-3-fluorooxepan-4-yl)carbamate (Intermediate 100), and replacing 3,6-dihydro-2H-pyran-4-boronic acid pinacol ester with (3,5-difluoropyridin-4-yl)boronic acid gave 247. LCMS (ES+) m/z 453 (M+1).